Task: describe an organic reaction: reactants, conditions, products, and yield. Dataset: the Open Reaction Database (ORD), a public repository of structured organic reaction records The reactants are [BH4-], C=COC(=O)CCC, CCO, CCCCCC, O=C(CCCl)c1cccs1, OC(CCCl)c1cccs1, O=C(Cl)CCCl, [Na+], Cl[Sn](Cl)(Cl)Cl, c1ccsc1, c1ccccc1. The product is OC(CCCl)c1cccs1. Reaction SMILES: [BH4-:27].[C:39]([O:40][CH:41]=[CH2:42])(=[O:43])[CH2:44][CH2:45][CH3:46].[CH3:53][CH2:54][OH:55].[CH3:56][CH2:57][CH2:58][CH2:59][CH2:60][CH3:61].[Cl:17][CH2:18][CH2:19][C:20](=[O:21])[c:22]1[s:23][cH:24][cH:25][cH:26]1.[Cl:29][CH2:30][CH2:31][CH:32]([c:33]1[s:34][cH:35][cH:36][cH:37]1)[OH:38].[Cl:6][CH2:7][CH2:8][C:9]([Cl:10])=[O:11].[Na+:28].[Sn:12]([Cl:13])([Cl:14])([Cl:15])[Cl:16].[cH:1]1[cH:2][s:3][cH:4][cH:5]1.[cH:47]1[cH:48][cH:49][cH:50][cH:51][cH:52]1>>[Cl:17][CH2:18][CH2:19][CH:20]([OH:21])[c:22]1[s:23][cH:24][cH:25][cH:26]1. Starting materials: [N+](=O)([O-])C1=CC=C(C=C1)C1=CC(C=C(O1)C(=O)OCC)=O (ethyl 6-(4-nitrophenyl)-4H-pyran-4-one-2-carboxylate), C([O-])([O-])=O.[K+].[K+] (potassium carbonate). The reagents and catalysts are [C].[Pd] (palladium-carbon). The solvent is CN(C=O)C (dimethylformamide). Yields the product NC1=CC=C(C=C1)C1=CC(C=C(O1)C(=O)OCC)=O (ethyl 6-(4-aminophenyl)-4H-pyran-4-one-2-carboxylate). Isolated yield 56.7%. As a reaction SMILES: [N+:1]([C:4]1[CH:9]=[CH:8][C:7]([C:10]2[O:15][C:14]([C:16]([O:18][CH2:19][CH3:20])=[O:17])=[CH:13][C:12](=[O:21])[CH:11]=2)=[CH:6][CH:5]=1)([O-])=O.C(=O)([O-])[O-].[K+].[K+]>[C].[Pd].CN(C)C=O>[NH2:1][C:4]1[CH:5]=[CH:6][C:7]([C:10]2[O:15][C:14]([C:16]([O:18][CH2:19][CH3:20])=[O:17])=[CH:13][C:12](=[O:21])[CH:11]=2)=[CH:8][CH:9]=1 |f:1.2.3,4.5|. Procedure details: A mixture of ethyl 6-(4-nitrophenyl)-4H-pyran-4-one-2-carboxylate (59 g), 10% palladium-carbon (6 g), potassium carbonate (10 g) and dimethylformamide (400 ml) is shaken under hydrogen gas stream at room temperature under atmospheric pressure. After the reduction reaction is finished, the insoluble materials are removed by filtration, and thereto is added water. The precipitated crystals are collected by filtration to give ethyl 6-(4-aminophenyl)-4H-pyran-4-one-2-carboxylate (30 g). M.P. 190°-19... The reactants are C(#N)CP(OCC)(OCC)=O (diethyl cyanomethylphosphonate), ClC1=C(C=C(C=O)C=C1)C(F)(F)F (4-chloro-3-trifluoromethylbenzaldehyde), [OH-].[K+] (potassium hydroxide). Solvent: O1CCCC1 (tetrahydrofuran), O1CCCC1 (tetrahydrofuran). Run at time 20 minute. The product is ClC1=C(C=C(C=CC#N)C=C1)C(F)(F)F (4-chloro-3-trifluoromethyl-cinnamonitrile). Yield: 87.1%. As a reaction SMILES: [C:1]([CH2:3]P(=O)(OCC)OCC)#[N:2].[Cl:12][C:13]1[CH:20]=[CH:19][C:16]([CH:17]=O)=[CH:15][C:14]=1[C:21]([F:24])([F:23])[F:22].[OH-].[K+]>O1CCCC1>[Cl:12][C:13]1[CH:20]=[CH:19][C:16]([CH:17]=[CH:3][C:1]#[N:2])=[CH:15][C:14]=1[C:21]([F:22])([F:23])[F:24] |f:2.3|. Procedure details: A solution consisting of 10.6 g (0.06 mol) of diethyl cyanomethylphosphonate and 12.5 g (0.06 mol) of 4-chloro-3-trifluoromethylbenzaldehyde in 65 ml of tetrahydrofuran is added dropwise to a suspension of 6.7 g (0.12 mol) of powdered potassium hydroxide in 185 ml of tetrahydrofuran. During this process, there is a slight evolution of heat. Subsequently, the mixture is stirred at room temperature for 20 minutes and the solid material which separates off is filtered off and washed with tetrahydro... The reactants are C(C1=CC=CC=C1)NC(=N)C=1C=CC2=C(C=C(O2)C(=O)OCC)C1 (ethyl 5-benzylamidino-2-benzofurancarboxylate), [OH-].[Na+] (sodium hydroxide), Cl (Hydrochloric acid). Solvent: O1CCCC1 (Tetrahydrofuran). Run at time 45 minute. The product is Cl.C(C1=CC=CC=C1)NC(=N)C=1C=CC2=C(C=C(O2)C(=O)O)C1 (5-benzylamidino-2-benzofurancarboxylic acid hydrochloride). The yield is 53.0%. Reaction SMILES: [CH2:1]([NH:8][C:9]([C:11]1[CH:12]=[CH:13][C:14]2[O:18][C:17]([C:19]([O:21]CC)=[O:20])=[CH:16][C:15]=2[CH:24]=1)=[NH:10])[C:2]1[CH:7]=[CH:6][CH:5]=[CH:4][CH:3]=1.[OH-].[Na+].[ClH:27]>O1CCCC1>[ClH:27].[CH2:1]([NH:8][C:9]([C:11]1[CH:12]=[CH:13][C:14]2[O:18][C:17]([C:19]([OH:21])=[O:20])=[CH:16][C:15]=2[CH:24]=1)=[NH:10])[C:2]1[CH:3]=[CH:4][CH:5]=[CH:6][CH:7]=1 |f:1.2,5.6|. Reported procedure: Tetrahydrofuran (5 ml) was added to ethyl 5-benzylamidino-2-benzofurancarboxylate (325 mg, 1.21 mmol) and a 0.5N aqueous sodium hydroxide solution (10 ml, 5 mmol) was added. The mixture was stirred at room temperature for 45 minutes. 1N Hydrochloric acid was added to the reaction mixture to adjust its pH to 2-3 and low boiling matters were distilled away under reduced pressure. The resulting precipitate was collected by filtration, and washed with water to give 213 mg of 5-benzylamidino-2-benzof... The reactants are C(C1=CC=CC=C1)C1=NN=C(S1)NC(=O)C1=CC=C(C=C1)NC(OC(C)(C)C)=O (tert-butyl [4-(5-benzyl[1.3.4]thiadiazol-2-ylcarbamoyl)phenyl]carbamate), FC(C(=O)O)(F)F (trifluoroacetic acid). Run in ClCCl (dichloromethane). Reaction conditions: time 3 day. Product: NC1=CC=C(C(=O)NC=2SC(=NN2)CC2=CC=CC=C2)C=C1 (4-amino-N-(5-benzyl[1.3.4]thiadiazol-2-yl)-benzamide). Yield: 92.1%. RXN SMILES: [CH2:1]([C:8]1[S:12][C:11]([NH:13][C:14]([C:16]2[CH:21]=[CH:20][C:19]([NH:22]C(=O)OC(C)(C)C)=[CH:18][CH:17]=2)=[O:15])=[N:10][N:9]=1)[C:2]1[CH:7]=[CH:6][CH:5]=[CH:4][CH:3]=1.FC(F)(F)C(O)=O>ClCCl>[NH2:22][C:19]1[CH:20]=[CH:21][C:16]([C:14]([NH:13][C:11]2[S:12][C:8]([CH2:1][C:2]3[CH:7]=[CH:6][CH:5]=[CH:4][CH:3]=3)=[N:9][N:10]=2)=[O:15])=[CH:17][CH:18]=1. Reported procedure: 0.2 g of tert-butyl [4-(5-benzyl[1.3.4]thiadiazol-2-ylcarbamoyl)phenyl]carbamate (0.49 mmol, 1 eq.) is placed in 5 mL of dichloromethane. 1 mL of trifluoroacetic acid (13.54 mmol, 27.6 eq.) is added and the reaction medium is stirred for 3 days at room temperature. The solvents are evaporated off and the residue is taken up in diethyl ether and pentane to give 0.14 g of 4-amino-N-(5-benzyl[1.3.4]thiadiazol-2-yl)-benzamide acid.